This data is from the Open Reaction Database (ORD), a public repository of structured organic reaction records. The task is: describe an organic reaction: reactants, conditions, products, and yield Reactants: NC=1N=CC=2NC3=CC=CC=C3C2C1 (3-amino-β-carboline), BrCCCCCBr (1,5-dibromopentane), C1(=NNCCCCCCCC1)C1=CCCCCCCCCC1 (diazabicycloundecene). Solvent: O1CCCC1 (tetrahydrofuran), C(C)O (ethanol). The product is N1(CCCCC1)C=1N=CC=2NC3=CC=CC=C3C2C1 (3-piperidino-β-carboline). Yield: 6.6%. RXN SMILES: [NH2:1][C:2]1[N:3]=[CH:4][C:5]2[NH:6][C:7]3[C:12]([C:13]=2[CH:14]=1)=[CH:11][CH:10]=[CH:9][CH:8]=3.Br[CH2:16][CH2:17][CH2:18][CH2:19][CH2:20]Br.C1(C2CCCCCCCCCC=2)CCCCCCCCNN=1>O1CCCC1.C(O)C>[N:1]1([C:2]2[N:3]=[CH:4][C:5]3[NH:6][C:7]4[C:12]([C:13]=3[CH:14]=2)=[CH:11][CH:10]=[CH:9][CH:8]=4)[CH2:20][CH2:19][CH2:18][CH2:17][CH2:16]1. Procedure: 549 mg of 3-amino-β-carboline are refluxed for 4 hours with 1.5 g of 1,5-dibromopentane and 1 g of diazabicycloundecene in 25 ml of tetrahydrofuran and 5 ml of absolute ethanol. After evaporation, the product is chromatographed on silica gel with cyclohexane/ethyl acetate=1:1 as eluant. 50 mg of 3-piperidino-β-carboline are obtained as oil. RXN SMILES: [CH3:24][Si:25]([CH3:26])([CH3:27])[C:28]#[CH:29].[CH:30]([N:31]([CH:32]([CH3:33])[CH3:34])[CH2:35][CH3:36])([CH3:37])[CH3:38].[Cu:44]([I:45])[I:46].[I:1][c:2]1[n:3][c:4]([CH3:23])[cH:5][cH:6][c:7]1[O:8][c:9]1[cH:10][cH:11][n:12][c:13]2[cH:14][c:15]([O:21][CH3:22])[c:16]([O:19][CH3:20])[cH:17][c:18]12.[O:39]1[CH2:40][CH2:41][CH2:42][CH2:43]1>>[c:2]1([C:29]#[C:28][Si:25]([CH3:24])([CH3:26])[CH3:27])[n:3][c:4]([CH3:23])[cH:5][cH:6][c:7]1[O:8][c:9]1[cH:10][cH:11][n:12][c:13]2[cH:14][c:15]([O:21][CH3:22])[c:16]([O:19][CH3:20])[cH:17][c:18]12. Starting materials: C#C[Si](C)(C)C, CCN(C(C)C)C(C)C, I[Cu]I, COc1cc2nccc(Oc3ccc(C)nc3I)c2cc1OC, C1CCOC1. Product: COc1cc2nccc(Oc3ccc(C)nc3C#C[Si](C)(C)C)c2cc1OC. Starting materials: Formula 2, stannous chloride decahydrate, Cl (hydrochloric acid), Formula 3, C(#N)C1(CCCC2=CC(=CC=C12)OC)O[Si](C)(C)C (1-cyano-1-trimethylsiloxy-6-methoxy-1,2,3,4-tetrahydronaphthalene), C(C)(=O)O (acetic acid). The product is COC=1C=C2CCCC(C2=CC1)C(=O)O (6-methoxy-1,2,3,4-tetrahydronaphthalene-1-carboxylic acid). RXN SMILES: C(C1(O[Si](C)(C)C)[C:12]2[C:7](=[CH:8][C:9]([O:13][CH3:14])=[CH:10][CH:11]=2)[CH2:6][CH2:5][CH2:4]1)#N.Cl.[C:21]([OH:24])(=[O:23])[CH3:22]>>[CH3:14][O:13][C:9]1[CH:8]=[C:7]2[C:12](=[CH:11][CH:10]=1)[CH:22]([C:21]([OH:24])=[O:23])[CH2:4][CH2:5][CH2:6]2. Procedure: As described with reference to Reaction Scheme I, compounds of Formula 2 can be converted to the intermediates of Formula 3 according to the procedure described by Belletire, et al. [Synthetic Commun., 12(10), 763-770 (1982)]. For example, to a 250 ml single neck round bottom reaction flask equipped with a magnetic stirrer, reflux condenser and nitrogen inlet, is added 6.0 g (21.79 mmol) of 1-cyano-1-trimethylsiloxy-6-methoxy-1,2,3,4-tetrahydronaphthalene. In one portion, 20.0 g (88.6 mmol) stan... Reactants: [OH-].[Na+] (sodium hydroxide), Cl.CC=1C(=NC(=C(C1)C)C)N1CCNCC1 (1-(3,5,6-trimethylpyridin-2-yl)piperazine hydrochloride). Run in C(C)(=O)OCC (ethyl acetate). Yields the product CC=1C(=NC(=C(C1)C)C)N1CCNCC1 (1-(3,5,6-trimethylpyridin-2-yl)piperazine). Reaction SMILES: Cl.[CH3:2][C:3]1[C:4]([N:11]2[CH2:16][CH2:15][NH:14][CH2:13][CH2:12]2)=[N:5][C:6]([CH3:10])=[C:7]([CH3:9])[CH:8]=1.[OH-].[Na+]>C(OCC)(=O)C>[CH3:2][C:3]1[C:4]([N:11]2[CH2:12][CH2:13][NH:14][CH2:15][CH2:16]2)=[N:5][C:6]([CH3:10])=[C:7]([CH3:9])[CH:8]=1 |f:0.1,2.3|. Reported procedure: To 1-(3,5,6-trimethylpyridin-2-yl)piperazine hydrochloride described in Preparation Example 52 were added ethyl acetate and 1N aqueous sodium hydroxide solution, and the mixture was extracted with ethyl acetate and washed with saturated brine. The solvent was evaporated to give 1-(3,5,6-trimethylpyridin-2-yl)piperazine (470 mg). By reaction and treatment in the same manner as in Preparation Example 27 and using 6-bromonicotinic acid (407 mg) and 1-(3,5,6-trimethylpyridin-2-yl)piperazine (470 mg)...